Dataset: the Open Reaction Database (ORD), a public repository of structured organic reaction records. Task: describe an organic reaction: reactants, conditions, products, and yield Starting materials: CI, CO, CCC(O)Cc1cnccn1. Yields the product [I-], CCC(O)Cc1c[n+](C)ccn1. As a reaction SMILES: [CH3:12][I:13].[CH3:14][OH:15].[OH:1][CH:2]([CH2:3][c:4]1[n:5][cH:6][cH:7][n:8][cH:9]1)[CH2:10][CH3:11]>>[I-:13].[OH:1][CH:2]([CH2:3][c:4]1[n:5][cH:6][cH:7][n+:8]([CH3:12])[cH:9]1)[CH2:10][CH3:11].